Task: describe an organic reaction: reactants, conditions, products, and yield. Dataset: the Open Reaction Database (ORD), a public repository of structured organic reaction records Starting materials: N(=NC(C(=O)[O-])(CC)C)C(C(=O)[O-])(CC)C (2,2′-azobis(methyl 2-methylpropionate)), C(C(=C)C)(=O)OCC1CO1 (glycidyl methacrylate), C(C(=C)C)(=O)OCC1=CC=CC=C1 (benzyl methacrylate), C(C(=C)C)(=O)O (methacrylic acid). Run in C(C(C)C)C(=O)C (methyl isobutyl ketone), CCCCCCC (heptane). Conditions: time 6 hour. Product: C(C(=C)C)(=O)OCC1CO1.C(C(=C)C)(=O)OCC1=CC=CC=C1.C(C(=C)C)(=O)O (glycidyl methacrylate benzyl methacrylate methacrylic acid). RXN SMILES: [C:1]([O:6][CH2:7][CH:8]1[O:10][CH2:9]1)(=[O:5])[C:2]([CH3:4])=[CH2:3].[C:11]([O:16][CH2:17][C:18]1[CH:23]=[CH:22][CH:21]=[CH:20][CH:19]=1)(=[O:15])[C:12]([CH3:14])=[CH2:13].[C:24]([OH:29])(=[O:28])[C:25]([CH3:27])=[CH2:26].N(C(C)(CC)C([O-])=O)=NC(C)(CC)C([O-])=O>CCCCCCC.C(C(C)=O)C(C)C>[C:1]([O:6][CH2:7][CH:8]1[O:10][CH2:9]1)(=[O:5])[C:2]([CH3:4])=[CH2:3].[C:11]([O:16][CH2:17][C:18]1[CH:19]=[CH:20][CH:21]=[CH:22][CH:23]=1)(=[O:15])[C:12]([CH3:14])=[CH2:13].[C:24]([OH:29])(=[O:28])[C:25]([CH3:27])=[CH2:26] |f:6.7.8|. Procedure: Into a 500 ml-volume three-neck flask, 51.2 g (0.36 mol) of glycidyl methacrylate, 21.1 g (0.12 mol) of benzyl methacrylate, 10.3 g (0.12 mol) of methacrylic acid and 300 ml of methyl isobutyl ketone were charged. A catalytic amount of 2,2′-azobis(methyl 2-methylpropionate) was added thereto as a radical polymerization initiator, and polymerization was allowed to proceed at 80° C. for 6 hours in a nitrogen stream. The reaction solution was cooled and then poured in a large amount of heptane to p...